From a dataset of the Open Reaction Database (ORD), a public repository of structured organic reaction records. describe an organic reaction: reactants, conditions, products, and yield Starting materials: COC1=C(CNC2=NC3=CC=C(C=C3C=C2)\C=C\C2=CC=NC=C2)C=CC=C1 ((2-Methoxy-benzyl)-[6-((E)-2-pyridin-4-yl-vinyl)-quinolin-2-yl]-amine), [H][H] (hydrogen). Reagents/catalysts: [Pd] (Palladium on charcoal). Run in C(C)O (ethanol). The product is COC1=C(CNC2=NC3=CC=C(C=C3C=C2)CCC2=CC=NC=C2)C=CC=C1 ((2-Methoxy-benzyl)-[6-(2-pyridin-4-yl-ethyl)-quinolin-2-yl]-amine), oil. Yield: 78.0%. As a reaction SMILES: [CH3:1][O:2][C:3]1[CH:28]=[CH:27][CH:26]=[CH:25][C:4]=1[CH2:5][NH:6][C:7]1[CH:16]=[CH:15][C:14]2[C:9](=[CH:10][CH:11]=[C:12](/[CH:17]=[CH:18]/[C:19]3[CH:24]=[CH:23][N:22]=[CH:21][CH:20]=3)[CH:13]=2)[N:8]=1.[H][H]>C(O)C.[Pd]>[CH3:1][O:2][C:3]1[CH:28]=[CH:27][CH:26]=[CH:25][C:4]=1[CH2:5][NH:6][C:7]1[CH:16]=[CH:15][C:14]2[C:9](=[CH:10][CH:11]=[C:12]([CH2:17][CH2:18][C:19]3[CH:20]=[CH:21][N:22]=[CH:23][CH:24]=3)[CH:13]=2)[N:8]=1. Procedure: (2-Methoxy-benzyl)-[6-((E)-2-pyridin-4-yl-vinyl)-quinolin-2-yl]-amine (example 2, 51 mg, 0.139 mmol) was dissolved in 20 mL ethanol. Palladium on charcoal (10%, 15 mg, 0.014 mmol) was added and the reaction mixture war hydrogenated with a hydrogen balloon overnight. The palladium was filtered off and the solvent was evaporated. The title compound was obtained as a yellow oil (40 mg, 78%), MS: m/e=370.1 (M+H+). Starting materials: Cl.NCC(CCC1=C(C(=CC=C1)OC)OC)=O (amino-4-(2,3-dimethoxyphenyl)butan-2-on-hydrochloride), TEA, O=P(Cl)(Cl)Cl (POCl3), N1=CNC2=C1C=CC(=C2)C(=O)O (benzimidazol-5-carboxylic acid), COC=1C=CC(=CC1)P2(=S)SP(=S)(S2)C=3C=CC(=CC3)OC (Lawesson's reagent). Product: N1C=NC2=C1C=CC(=C2)C=2SC(=CN2)CCC2=C(C(=CC=C2)OC)OC (2-(1H-Benzo[d]imidazol-5-yl)-5-(2,3-dimethoxyphenethyl)thiazole). As a reaction SMILES: Cl.[NH2:2][CH2:3][C:4](=O)[CH2:5][CH2:6][C:7]1[CH:12]=[CH:11][CH:10]=[C:9]([O:13][CH3:14])[C:8]=1[O:15][CH3:16].[N:18]1[C:22]2[CH:23]=[CH:24][C:25]([C:27](O)=O)=[CH:26][C:21]=2[NH:20][CH:19]=1.COC1C=CC(P2(SP(C3C=CC(OC)=CC=3)(=S)S2)=[S:39])=CC=1.O=P(Cl)(Cl)Cl>>[NH:18]1[C:22]2[CH:23]=[CH:24][C:25]([C:27]3[S:39][C:4]([CH2:5][CH2:6][C:7]4[CH:12]=[CH:11][CH:10]=[C:9]([O:13][CH3:14])[C:8]=4[O:15][CH3:16])=[CH:3][N:2]=3)=[CH:26][C:21]=2[N:20]=[CH:19]1 |f:0.1|. Procedure details: The compound was synthesized starting from amino-4-(2,3-dimethoxyphenyl)butan-2-on-hydrochloride (223 mg; 1 mmol), benzimidazol-5-carboxylic acid (248 mg; 1 mmol), Lawesson's reagent (606 mg; 1.5 mmol), TEA (0.22 ml, 3 mmol) and POCl3 (0.137 ml; 1.5 mmol) as described above; yield: 0.019 g (5.2%); MS m/z: 366.2 [M+H]+; 1H-NMR (DMSO d6, 400 MHz): δ 2.94 (t, 2H, 3J=7.5 Hz); 3.14 (t, 2H, 3J=7.5 Hz); 3.72 (s, 3H); 3.78 (s, 3H); 6.81-6.83 (m, 1H); 6.89-6.91 (m, 1H); 6.96-7.00 (m, 1H); 7.62 (s, 1H); 7... Product: NC(C1CCC(CC1)OC=1C=C2C=CNC(C2=CC1Cl)=O)C1=CC=CC=C1 (6-[4-(amino-phenyl-methyl)-cyclohexyloxy]-7-chloro-2H-isoquinolin-1-one). Starting materials: NC(C1CCC(CC1)O)C1=CC=CC=C1 (4-(Amino-phenyl-methyl)-cyclohexanol), Cl (hydrochloride), ClC1=C(C=C2C=CN=C(C2=C1)OC)F (7-Chloro-6-fluoro-1-methoxy-isoquinoline). Reaction SMILES: [NH2:1][CH:2]([C:10]1[CH:15]=[CH:14][CH:13]=[CH:12][CH:11]=1)[CH:3]1[CH2:8][CH2:7][CH:6]([OH:9])[CH2:5][CH2:4]1.[Cl:16][C:17]1[CH:26]=[C:25]2[C:20]([CH:21]=[CH:22][N:23]=[C:24]2[O:27]C)=[CH:19][C:18]=1F.Cl>>[NH2:1][CH:2]([C:10]1[CH:11]=[CH:12][CH:13]=[CH:14][CH:15]=1)[CH:3]1[CH2:4][CH2:5][CH:6]([O:9][C:18]2[CH:19]=[C:20]3[C:25](=[CH:26][C:17]=2[Cl:16])[C:24](=[O:27])[NH:23][CH:22]=[CH:21]3)[CH2:7][CH2:8]1. Procedure: Example 40 was synthesized using the reaction sequence as described for the synthesis of Example 1. 240 mg of 4-(amino-phenyl-methyl)-cyclohexanol (123) and 272 mg of 7-chloro-6-fluoro-1-methoxy-isoquinoline (10) were used to give 51 mg of Example 40 as its hydrochloride. Rt=1.34 min (Method 10). Detected mass: 383.1 (M+H+). 28 mg of the other isomer of 4-(amino-phenyl-methyl)-cyclohexanol (Example 128) were also isolated as its hydrochloride. Rt=1.31 min (Method 10). Detected mass: 383.1 (M+H+)... Isolated yield 11.4%. Starting materials: O (H2O), COC1=CC=C(C=C1)CC(CC1=CC=CC=C1)CC1=CC=CC=C1 (1-(4-methoxyphenyl)-2-benzyl-3-phenylpropane), Cl.N1=CC=CC=C1 (pyridine hydrochloride). Run in C(Cl)(Cl)Cl (chloroform). Run at temperature 210 celsius. The product is C1(=CC=CC=C1)C(CCC1=CC=C(C=C1)OC)=O (1-phenyl-3-(4-methoxyphenyl)-1-propanone), COC1=CC=C(C=C1)C(CCC1=CC=CC=C1)=O (1-(4-methoxyphenyl)-3-phenyl-1-propanone), ClCC1=CC=CC=C1 (α-chlorotoluene). As a reaction SMILES: [CH3:1][O:2][C:3]1[CH:8]=[CH:7][C:6]([CH2:9][CH:10](CC2C=CC=CC=2)[CH2:11][C:12]2[CH:17]=[CH:16][CH:15]=[CH:14][CH:13]=2)=[CH:5][CH:4]=1.[ClH:25].N1C=CC=CC=1.[OH2:32]>C(Cl)(Cl)Cl>[C:12]1([C:11](=[O:32])[CH2:10][CH2:9][C:6]2[CH:7]=[CH:8][C:3]([O:2][CH3:1])=[CH:4][CH:5]=2)[CH:17]=[CH:16][CH:15]=[CH:14][CH:13]=1.[CH3:1][O:2][C:3]1[CH:8]=[CH:7][C:6]([C:9](=[O:32])[CH2:10][CH2:11][C:12]2[CH:17]=[CH:16][CH:15]=[CH:14][CH:13]=2)=[CH:5][CH:4]=1.[Cl:25][CH2:9][C:6]1[CH:7]=[CH:8][CH:3]=[CH:4][CH:5]=1 |f:1.2|. Procedure: To 4.3 g (0.0136 mole) of 1-(4-methoxyphenyl)-2-benzyl-3-phenylpropane was added 4 g (0.0346 mole) of pyridine hydrochloride and heated to 210°C for 5 hours. The mixture was cooled, and 300 ml H2O and 300 ml chloroform were added. Chloroform layer was separated, washed with 4 × 250 ml H2O and dried over anhydrous MgSO4. Chloroform was removed at reduced pressure. The residue was distilled at 210°-215°C/0.3 mm. Yield 3.5 g (85.16%). This material can also be obtained by alkylation of 1-phenyl-3-(... The reactants are C(=O)OCN1[C@@H](CC1=O)C(=O)OCC1=CC=CC=C1 ((S)-benzyl 1-formyloxymethyl-4-oxo-2-azetidinecarboxylate), [H][H] (hydrogen). The reagents and catalysts are [Pd] (Pd-C). The solvent is CO (methanol). Yields the product C(=O)OCN1[C@@H](CC1=O)C(=O)O ((S)-1-formyloxymethyl-4-oxo-2-azetidinecarboxylic acid). Isolated yield 94.1%. As a reaction SMILES: [CH:1]([O:3][CH2:4][N:5]1[C:8](=[O:9])[CH2:7][C@H:6]1[C:10]([O:12]CC1C=CC=CC=1)=[O:11])=[O:2].[H][H]>CO.[Pd]>[CH:1]([O:3][CH2:4][N:5]1[C:8](=[O:9])[CH2:7][C@H:6]1[C:10]([OH:12])=[O:11])=[O:2]. Reported procedure: In 20 ml of methanol was dissolved 1.05 g of compound (16) and 100 mg of 10% Pd-C was added to the solution followed by catalytic hydrogenation at ambient temperature under atmospheric pressure of hydrogen. The catalyst was filtered off and the solvent was removed by distillation under reduced pressure to obtain 650 mg of (S)-1-formyloxymethyl-4-oxo-2-azetidinecarboxylic acid (17).